describe an organic reaction: reactants, conditions, products, and yield From a dataset of the Open Reaction Database (ORD), a public repository of structured organic reaction records. Reactants: Cc1oc(-c2ccc(Br)cc2)nc1CCI, C1CCOC1, CC#N, CN1CCN2CCN(C)P1N(C)CC2. The product is C=Cc1nc(-c2ccc(Br)cc2)oc1C. RXN SMILES: [Br:18][c:19]1[cH:20][cH:21][c:22](-[c:25]2[o:26][c:27]([CH3:33])[c:28]([CH2:30][CH2:31][I:32])[n:29]2)[cH:23][cH:24]1.[CH2:34]1[O:35][CH2:36][CH2:37][CH2:38]1.[CH3:15][C:16]#[N:17].[CH3:1][N:2]1[CH2:3][CH2:4][N:5]2[CH2:6][CH2:7][N:8]([CH3:9])[P:10]1[N:11]([CH3:12])[CH2:13][CH2:14]2>>[Br:18][c:19]1[cH:20][cH:21][c:22](-[c:25]2[o:26][c:27]([CH3:33])[c:28]([CH:30]=[CH2:31])[n:29]2)[cH:23][cH:24]1. Reactants: O=C([O-])[O-], CC#N, [K+], [K+], CC(C)(C)OC(=O)Nc1ccc(CCOS(=O)(=O)c2cccc([N+](=O)[O-])c2)cc1, O=Cc1ccc(O)cc1. The product is CC(C)(C)OC(=O)Nc1ccc(CCOc2ccc(C=O)cc2)cc1. As a reaction SMILES: [C:39](=[O:40])([O-:41])[O-:42].[CH3:45][C:46]#[N:47].[K+:43].[K+:44].[N+:1]([c:2]1[cH:3][c:4]([S:5](=[O:6])(=[O:7])[O:13][CH2:14][CH2:15][c:16]2[cH:17][cH:18][c:19]([NH:22][C:23](=[O:24])[O:25][C:26]([CH3:27])([CH3:28])[CH3:29])[cH:20][cH:21]2)[cH:8][cH:9][cH:10]1)([O-:11])=[O:12].[OH:30][c:31]1[cH:32][cH:33][c:34]([CH:35]=[O:36])[cH:37][cH:38]1>>[O:13]([CH2:14][CH2:15][c:16]1[cH:17][cH:18][c:19]([NH:22][C:23](=[O:24])[O:25][C:26]([CH3:27])([CH3:28])[CH3:29])[cH:20][cH:21]1)[c:31]1[cH:32][cH:33][c:34]([CH:35]=[O:36])[cH:37][cH:38]1. Reactants: C([O-])([O-])=O.[Na+].[Na+] (Sodium carbonate), C(CCC(=O)[O-])(=O)OC1CC(CCC1C(C)C)C (monomenthyl succinate), C(CCC(=O)[O-])(=O)OC1CC(CCC1C(C)C)C (Monomenthyl succinate). Solvent: C(C)O (ethanol). Reaction conditions: time 19 hour. Yields the product C(CCC(=O)[O-])(=O)OC1CC(CCC1C(C)C)C.[Na+] (sodium monomenthyl succinate). Reaction SMILES: [C:1]([O:8][CH:9]1[CH:14]([CH:15]([CH3:17])[CH3:16])[CH2:13][CH2:12][CH:11]([CH3:18])[CH2:10]1)(=[O:7])[CH2:2][CH2:3][C:4]([O-:6])=[O:5].C(=O)([O-])[O-].[Na+:23].[Na+]>C(O)C>[C:1]([O:8][CH:9]1[CH:14]([CH:15]([CH3:17])[CH3:16])[CH2:13][CH2:12][CH:11]([CH3:18])[CH2:10]1)(=[O:7])[CH2:2][CH2:3][C:4]([O-:6])=[O:5].[Na+:23] |f:1.2.3,5.6|. Procedure details: Monomenthyl succinate (0.5 g, 1.95 mmol) was dissolved in ethanol (6.3 ml). Sodium carbonate solution (0.207 g, 1.95 mmol in 10 ml DI H2O) was slowly added to the monomenthyl succinate solution at room temperature. The mixture was allowed to stir for 19 hours. Water and ethanol were removed by rotary evaporator at 50° C., followed by high vacuum line at 50° C. to give sodium monomenthyl succinate as a fine white powder. The reactants are O=C1C=CC=2C=CC(=NC2N1)CN(C(OC(C)(C)C)=O)C1CCN(CC1)C(C(F)(F)F)=O (tert-butyl ((7-oxo-7,8-dihydro-1,8-naphthyridin-2-yl)methyl)(1-(trifluoroacetyl)piperidin-4-yl)carbamate). Reagents/catalysts: [C].[Pd] (palladium-carbon). Run in CO (methanol). Conditions: temperature 47.5 celsius, time 30 minute. Yields the product O=C1CCC=2C=CC(=NC2N1)CN(C(OC(C)(C)C)=O)C1CCN(CC1)C(C(F)(F)F)=O (tert-butyl ((7-oxo-5,6,7,8-tetrahydro-1,8-naphthyridin-2-yl)methyl)(1-(trifluoroacetyl)piperidin-4-yl)carbamate). Yield: 59.7%. RXN SMILES: [O:1]=[C:2]1[NH:11][C:10]2[N:9]=[C:8]([CH2:12][N:13]([CH:21]3[CH2:26][CH2:25][N:24]([C:27](=[O:32])[C:28]([F:31])([F:30])[F:29])[CH2:23][CH2:22]3)[C:14](=[O:20])[O:15][C:16]([CH3:19])([CH3:18])[CH3:17])[CH:7]=[CH:6][C:5]=2[CH:4]=[CH:3]1>CO.[C].[Pd]>[O:1]=[C:2]1[NH:11][C:10]2[N:9]=[C:8]([CH2:12][N:13]([CH:21]3[CH2:26][CH2:25][N:24]([C:27](=[O:32])[C:28]([F:30])([F:31])[F:29])[CH2:23][CH2:22]3)[C:14](=[O:20])[O:15][C:16]([CH3:19])([CH3:18])[CH3:17])[CH:7]=[CH:6][C:5]=2[CH2:4][CH2:3]1 |f:2.3|. Procedure: To a solution of 0.30 g of tert-butyl ((7-oxo-7,8-dihydro-1,8-naphthyridin-2-yl)methyl)(1-(trifluoroacetyl)piperidin-4-yl)carbamate in 40 mL of methanol, 0.10 g of 10% palladium-carbon was added, and the mixture was stirred at 45 to 50° C. for 9 hours 30 minutes under a hydrogen atmosphere. The reaction mixture was cooled to room temperature, the insoluble substance was filtered off, and the filtration residue was washed with methanol. The solvent was distilled off under reduced pressure, and th... Yields the product C1(CC1)NS(=O)(=O)C=1C=C(C=CC1)NC(=O)C=1C=NN2C1N=C(C=C2C(F)(F)F)C2=CC(=C(C=C2)Cl)C (5-(4-Chloro-3-methyl-phenyl)-7-trifluoromethyl-pyrazolo[1,5-a]pyrimidine-3-carboxylic acid(3-cyclopropylsulfamoyl-phenyl)-amide). RXN SMILES: [Cl:1][C:2]1[CH:7]=[CH:6][C:5]([C:8]2[CH:13]=[C:12]([C:14]([F:17])([F:16])[F:15])[N:11]3[N:18]=[CH:19][C:20]([C:21](O)=[O:22])=[C:10]3[N:9]=2)=[CH:4][C:3]=1[CH3:24].[NH2:25][C:26]1[CH:27]=[C:28]([S:32]([NH:35][CH:36]2[CH2:38][CH2:37]2)(=[O:34])=[O:33])[CH:29]=[CH:30][CH:31]=1>>[CH:36]1([NH:35][S:32]([C:28]2[CH:27]=[C:26]([NH:25][C:21]([C:20]3[CH:19]=[N:18][N:11]4[C:12]([C:14]([F:15])([F:17])[F:16])=[CH:13][C:8]([C:5]5[CH:6]=[CH:7][C:2]([Cl:1])=[C:3]([CH3:24])[CH:4]=5)=[N:9][C:10]=34)=[O:22])[CH:31]=[CH:30][CH:29]=2)(=[O:34])=[O:33])[CH2:38][CH2:37]1. Starting materials: ClC1=C(C=C(C=C1)C1=NC=2N(C(=C1)C(F)(F)F)N=CC2C(=O)O)C (5-(4-chloro-3-methyl-phenyl)-7-trifluoromethyl-pyrazolo[1,5-a]pyrimidine-3-carboxylic acid), NC=1C=C(C=CC1)S(=O)(=O)NC1CC1 (3-amino-N-cyclopropyl-benzenesulfonamide). Procedure details: The title compound was prepared from 5-(4-chloro-3-methyl-phenyl)-7-trifluoromethyl-pyrazolo[1,5-a]pyrimidine-3-carboxylic acid (example C.6) and 3-amino-N-cyclopropyl-benzenesulfonamide [CAS 459434-39-0] according to general procedure II. Yellow solid. MS (ISP) 548.1 [(M−H)−]; mp 244° C.